This data is from the Open Reaction Database (ORD), a public repository of structured organic reaction records. The task is: describe an organic reaction: reactants, conditions, products, and yield The reactants are ClC=1C=C(C=NC1Cl)C#N (5,6-Dichloro-3-pyridinecarbonitrile), C[S-].[Na+] (sodium methanethiolate). The solvent is CS(=O)C (dimethyl sulphoxide). Run at time 2 hour. The product is ClC=1C=C(C(=NC1)SC)C#N (5-Chloro-2-methylthio-3-pyridinecarbonitrile). Yield: 70.4%. As a reaction SMILES: [Cl:1][C:2]1[CH:3]=[C:4]([C:9]#[N:10])[CH:5]=[N:6][C:7]=1Cl.[CH3:11][S-:12].[Na+]>CS(C)=O>[Cl:1][C:2]1[CH:3]=[C:4]([C:9]#[N:10])[C:5]([S:12][CH3:11])=[N:6][CH:7]=1 |f:1.2|. Reported procedure: 5,6-Dichloro-3-pyridinecarbonitrile (1.73 g, 0.01 mol) was dissolved with stirring in dimethyl sulphoxide (25 mL) and sodium methanethiolate (0.77 g, 0.011 mol) added. The reaction mixture was stirred at room temperature for two hours and poured onto ice (100 g). The mixture was extracted with dichloromethane (50 mL), and the organic extract washed with water (100 mL), and brine, and dried over anhydrous sodium sulphate. Evaporation of the solvent under reduced pressure and recrystallisation of ... Reactants: NC=1SC(=C(N1)C(=O)N1[C@@H]([C@H]2C[C@H]2C1)CN)C1=CC(=CC=C1)F ([2-Amino-5-(3-fluoro-phenyl)-thiazol-4-yl]-((1S,2S,5R)-2-aminomethyl-3-aza-bicyclo[3.1.0]hex-3-yl)-methanone), N=1C=C(N2C1C=CC=C2)C(=O)O (Imidazo[1,2-a]pyridine-3-carboxylic acid). The product is NC=1SC(=C(N1)C(=O)N1[C@@H]([C@H]2C[C@H]2C1)CNC(=O)C1=CN=C2N1C=CC=C2)C2=CC(=CC=C2)F (Imidazo[1,2-a]pyridine-3-carboxylic Acid{(1S,2S,5R)-3-[2-amino-5-(3-fluoro-phenyl)-thiazole-4-carbonyl]-3-aza-bicyclo[3.1.0]hex-2-ylmethyl}-amide). RXN SMILES: [NH2:1][C:2]1[S:3][C:4]([C:17]2[CH:22]=[CH:21][CH:20]=[C:19]([F:23])[CH:18]=2)=[C:5]([C:7]([N:9]2[CH2:14][C@H:13]3[C@H:11]([CH2:12]3)[C@H:10]2[CH2:15][NH2:16])=[O:8])[N:6]=1.[N:24]1[CH:25]=[C:26]([C:33](O)=[O:34])[N:27]2[CH:32]=[CH:31][CH:30]=[CH:29][C:28]=12>>[NH2:1][C:2]1[S:3][C:4]([C:17]2[CH:22]=[CH:21][CH:20]=[C:19]([F:23])[CH:18]=2)=[C:5]([C:7]([N:9]2[CH2:14][C@H:13]3[C@H:11]([CH2:12]3)[C@H:10]2[CH2:15][NH:16][C:33]([C:26]2[N:27]3[CH:32]=[CH:31][CH:30]=[CH:29][C:28]3=[N:24][CH:25]=2)=[O:34])=[O:8])[N:6]=1. Procedure: prepared by reaction of [2-Amino-5-(3-fluoro-phenyl)-thiazol-4-yl]-((1S,2S,5R)-2-aminomethyl-3-aza-bicyclo[3.1.0]hex-3-yl)-methanone with Imidazo[1,2-a]pyridine-3-carboxylic acid. LC-MS (basic): tR=0.74 min; [M+H]+=477.3. The reactants are CCC(C(=O)[O-])=O (methylpyruvate), Cl.[N+](=O)([O-])C=1C=C(C=CC1)NN (3-nitrophenylhydrazine hydrochloride), C(C)(=O)[O-].[Na+] (sodium acetate). Run in O.C(C)O (water ethanol), O (water), C(C)O (ethanol). Run at time 2 hour. Product: [N+](=O)([O-])C=1C=C(C=CC1)NN=C(C(=O)OC)C (Methyl pyruvate-3-nitrophenylhydrazone). Yield: 89.2%. Reaction SMILES: C[CH2:2][C:3](=O)[C:4]([O-:6])=[O:5].Cl.[N+:9]([C:12]1[CH:13]=[C:14]([NH:18][NH2:19])[CH:15]=[CH:16][CH:17]=1)([O-:11])=[O:10].[C:20]([O-])(=O)C.[Na+]>O.C(O)C.O.C(O)C>[N+:9]([C:12]1[CH:13]=[C:14]([NH:18][N:19]=[C:3]([CH3:2])[C:4]([O:6][CH3:20])=[O:5])[CH:15]=[CH:16][CH:17]=1)([O-:11])=[O:10] |f:1.2,3.4,5.6|. Procedure: A solution of methylpyruvate (31.8 g, 0.312 mol) in water-ethanol (10:1, 100 ml) was slowly added to a hot solution of 3-nitrophenylhydrazine hydrochloride (59.2 g, 0.312 mol) and sodium acetate (28.0 g, 0.34 mol) in water and ethanol (5:7, 1200 ml). The mixture was stirred at room temperature for 2 h during which time a heavy yellow precipitate developed. The precipitate was filtered, washed with cold water (2000 ml), and dried to give the product (66 g) as a yellow solid. The reactants are CO, COC(=O)C1OC(C)(C)OC1C(=O)OC, [Na+], [OH-]. The product is COC(=O)C1OC(C)(C)OC1C(=O)O. RXN SMILES: [CH3:18][OH:19].[CH3:1][C:2]1([CH3:15])[O:3][CH:4]([C:11](=[O:12])[O:13][CH3:14])[CH:5]([C:7](=[O:8])[O:9][CH3:10])[O:6]1.[Na+:17].[OH-:16]>>[CH3:1][C:2]1([CH3:15])[O:3][CH:4]([C:11](=[O:12])[O:13][CH3:14])[CH:5]([C:7](=[O:8])[OH:9])[O:6]1. Starting materials: C(C1=CC=CC=C1)OC(=O)N[C@@H](C)C(=O)O (N-benzyloxycarbonyl-L-alanine), Cl.NC1(CP(OC)(OC)=O)CC=CC=C1 (dimethyl 1-aminobenzylphosphonate hydrochloride), Example 13 ( a ), N-hydroxysuccinimide ester. Product: C(C1=CC=CC=C1)OC(=O)N[C@@H](C)C(=O)N[C@@]1(CP(OC)(OC)=O)CC=CC=C1 (dimethyl (1S)-1-[(N-benzyloxycarbonyl-L-alanyl)-amino] -benzylphosphonate), dimethyl (1R)-1-[(N-benzyl-oxycarbonyl-L-alanyl)]-benzylphosphonate. Reaction SMILES: [CH2:1]([O:8][C:9]([NH:11][C@H:12]([C:14]([OH:16])=O)[CH3:13])=[O:10])[C:2]1[CH:7]=[CH:6][CH:5]=[CH:4][CH:3]=1.Cl.[NH2:18][C:19]1([CH:31]=[CH:30][CH:29]=[CH:28][CH2:27]1)[CH2:20][P:21](=[O:26])([O:24][CH3:25])[O:22][CH3:23]>>[CH2:1]([O:8][C:9]([NH:11][C@H:12]([C:14]([NH:18][C@@:19]1([CH:27]=[CH:28][CH:29]=[CH:30][CH2:31]1)[CH2:20][P:21](=[O:26])([O:22][CH3:23])[O:24][CH3:25])=[O:16])[CH3:13])=[O:10])[C:2]1[CH:3]=[CH:4][CH:5]=[CH:6][CH:7]=1 |f:1.2|. Procedure details: In a manner analogous to that given in Example 13 (a), from the N-hydroxysuccinimide ester of N-benzyloxycarbonyl-L-alanine and dimethyl 1-aminobenzylphosphonate hydrochloride, there was obtained an isomeric mixture. After chromatography on silica gel with an isopropanol/ethyl acetate eluant, followed by recrystallization from ethyl acetate/ether, there were isolated dimethyl (1S)-1-[(N-benzyloxycarbonyl-L-alanyl)-amino] -benzylphosphonate of melting point 103°-105° C [[α]D20 =- 46.6°(c = 1% in ... Starting materials: C(C1=CC=CC=C1)OC(=O)N[C@@]1(CN(CCC1)C(=O)OC(C)(C)C)C ((S)-tert-butyl 3-(benzyloxycarbonylamino)-3-methylpiperidine-1-carboxylate), Cl (HCl). The solvent is O1CCOCC1 (dioxane), O1CCOCC1 (dioxane). Reaction conditions: time 2 hour. Yields the product C[C@]1(CNCCC1)NC(OCC1=CC=CC=C1)=O ((S)-benzyl (3-methylpiperidin-3-yl)carbamate). The yield is 98.1%. RXN SMILES: [CH2:1]([O:8][C:9]([NH:11][C@@:12]1([CH3:25])[CH2:17][CH2:16][CH2:15][N:14](C(OC(C)(C)C)=O)[CH2:13]1)=[O:10])[C:2]1[CH:7]=[CH:6][CH:5]=[CH:4][CH:3]=1.Cl>O1CCOCC1>[CH3:25][C@:12]1([NH:11][C:9](=[O:10])[O:8][CH2:1][C:2]2[CH:7]=[CH:6][CH:5]=[CH:4][CH:3]=2)[CH2:17][CH2:16][CH2:15][NH:14][CH2:13]1. Reported procedure: To a solution of (S)-tert-butyl 3-(benzyloxycarbonylamino)-3-methylpiperidine-1-carboxylate (3.5 g, 10.04 mmol) in dioxane (14 mL) was added 4N HCl in dioxane (15 mL, 60 mmol) drop wise at 0° C. The resultant clear solution was stirred at room temperature for 2 h. The reaction mixture was concentrated, the pale yellow foam was dissolved in water (50 mL), washed with ethyl acetate (2×30 mL), the aqueous layer was basified with saturated NaHCO3 (until reach pH ˜9) at 0° C. The resultant aqueous la... The reactants are CC1=C(NC(COC)=O)C(=CC=C1)C (2,6-dimethyl-N-methoxyacetylaniline), C(C#C)Br (propargyl bromide). Reagents/catalysts: [Cl-].C(C)[N+](CC1=CC=CC=C1)(CC)CC (triethyl-benzyl-ammonium chloride). Solvent: [OH-].[Na+] (sodium hydroxide), C1(=CC=CC=C1)C (toluene). Yields the product CC1=C(N(CC#C)C(COC)=O)C(=CC=C1)C (2,6-dimethyl-N-methoxyacetyl-N-propargyl-aniline). The yield is 716.1%. As a reaction SMILES: [CH3:1][C:2]1[CH:13]=[CH:12][CH:11]=[C:10]([CH3:14])[C:3]=1[NH:4][C:5](=[O:9])[CH2:6][O:7][CH3:8].[CH2:15](Br)[C:16]#[CH:17]>[Cl-].C([N+](CC)(CC)CC1C=CC=CC=1)C.[OH-].[Na+].C1(C)C=CC=CC=1>[CH3:1][C:2]1[CH:13]=[CH:12][CH:11]=[C:10]([CH3:14])[C:3]=1[N:4]([C:5](=[O:9])[CH2:6][O:7][CH3:8])[CH2:17][C:16]#[CH:15] |f:2.3,4.5|. Procedure details: 30 g (0.155 mol) of 2,6-dimethyl-N-methoxyacetylaniline and 0.3 g of triethyl-benzyl-ammonium chloride were dissolved in a two-phase system mixture of 100 ml of 50% strength sodium hydroxide solution and 250 ml of toluene, and 19 g (0.016 mol) of propargyl bromide were added, whilst stirring vigorously. The mixture was stirred for 4 hours and the toluene phase was separated off, washed several times with water, dried over sodium sulphate and concentrated by distilling off the solvent under a wat...